Dataset: the Open Reaction Database (ORD), a public repository of structured organic reaction records. Task: describe an organic reaction: reactants, conditions, products, and yield Reactants: IC=1SC(=C(C1P(=O)(OCC)OCC)P(=O)(OCC)OCC)I (2,5-diiodo-3,4-bis(diethoxyphosphoryl)thiophene), C(CCC)[Sn](CCCC)(CCCC)C1=C(SC=C1)C=1SC=CC1 (tributylstannylbithiophene), Cl (hydrochloric acid). The reagents and catalysts are [Cu]Cl (copper(I) chloride). The solvent is CN(C)C=O (DMF). Run at temperature 80 celsius, time 12 hour. The product is C(C)OP(=O)(OCC)C1=C(SC(=C1P(=O)(OCC)OCC)C=1SC(=CC1)C=1SC=CC1)C1=CC=C(S1)C=1SC=CC1 (3″,4″-bis(diethoxyphosphoryl)-[2,2′;5′,2″;5″,2″′;5″′,2″″]-quinquethiophene). Reaction SMILES: I[C:2]1[S:3][C:4](I)=[C:5]([P:15]([O:20][CH2:21][CH3:22])([O:17][CH2:18][CH3:19])=[O:16])[C:6]=1[P:7]([O:12][CH2:13][CH3:14])([O:9][CH2:10][CH3:11])=[O:8].C([Sn]([C:37]1[CH:41]=[CH:40][S:39][C:38]=1[C:42]1[S:43][CH:44]=[CH:45][CH:46]=1)(CCCC)CCCC)CCC.Cl>CN(C=O)C.[Cu]Cl>[CH2:10]([O:9][P:7]([C:6]1[C:5]([P:15]([O:20][CH2:21][CH3:22])([O:17][CH2:18][CH3:19])=[O:16])=[C:4]([C:40]2[S:39][C:38]([C:42]3[S:43][CH:44]=[CH:45][CH:46]=3)=[CH:37][CH:41]=2)[S:3][C:2]=1[C:44]1[S:43][C:42]([C:38]2[S:39][CH:40]=[CH:41][CH:37]=2)=[CH:46][CH:45]=1)([O:12][CH2:13][CH3:14])=[O:8])[CH3:11]. Reported procedure: In DMF, 0.0971 g (0.159 mmols) of 2,5-diiodo-3,4-bis(diethoxyphosphoryl)thiophene and 0.0346 g (0.349 mmols) of commercially available copper(I) chloride were dissolved, to which 0.1744 g (0.383 mmols) of tributylstannylbithiophene was added at room temperature. Thereafter, the reaction mixture was heated to 80° C. and stirred for 12 hours. After the reaction, the reaction mixture was cooled down to room temperature, to which a 0.6 M hydrochloric acid aqueous solution was added, followed by extr... Reactants: Cc1cc(S)n2c(C#N)cc(-c3c(C)cc(Br)cc3C)c2n1, CI, [Na+], [OH-]. Product: CSc1cc(C)nc2c(-c3c(C)cc(Br)cc3C)cc(C#N)n12. As a reaction SMILES: [Br:1][c:2]1[cH:3][c:4]([CH3:22])[c:5](-[c:9]2[cH:10][c:11]([C:20]#[N:21])[n:12]3[c:13]2[n:14][c:15]([CH3:19])[cH:16][c:17]3[SH:18])[c:6]([CH3:8])[cH:7]1.[CH3:23][I:24].[Na+:26].[OH-:25]>>[Br:1][c:2]1[cH:3][c:4]([CH3:22])[c:5](-[c:9]2[cH:10][c:11]([C:20]#[N:21])[n:12]3[c:13]2[n:14][c:15]([CH3:19])[cH:16][c:17]3[S:18][CH3:23])[c:6]([CH3:8])[cH:7]1. Starting materials: CC1(CC(C(C1)=O)=O)C (4,4-dimethyl-cyclopentane-1,2-dione), COP(OC)(=O)CC(=O)C1=C(C=CC(=C1)Cl)Cl ([2-(2,5-Dichloro-phenyl)-2-oxo-ethyl]-phosphonic acid dimethyl ester), O.NN (hydrazine monohydrate). The product is ClC1=C(C=C(C=C1)Cl)C1=CC2=C(N=N1)CC(C2)(C)C (3-(2,5-Dichloro-phenyl)-6,6-dimethyl-6,7-dihydro-5H-cyclopenta[c]pyridazine). As a reaction SMILES: [CH3:1][C:2]1([CH3:9])[CH2:6][C:5](=O)[C:4](=O)[CH2:3]1.COP([CH2:16][C:17]([C:19]1[CH:24]=[C:23]([Cl:25])[CH:22]=[CH:21][C:20]=1[Cl:26])=O)(=O)OC.O.[NH2:28][NH2:29]>>[Cl:26][C:20]1[CH:21]=[CH:22][C:23]([Cl:25])=[CH:24][C:19]=1[C:17]1[N:29]=[N:28][C:4]2[CH2:3][C:2]([CH3:9])([CH3:1])[CH2:6][C:5]=2[CH:16]=1 |f:2.3|. Procedure details: light yellow crystalline solid. MS (EI): 294.2 (MH+). Prepared from 4,4-dimethyl-cyclopentane-1,2-dione, [2-(2,5-Dichloro-phenyl)-2-oxo-ethyl]-phosphonic acid dimethyl ester, hydrazine monohydrate.